The task is: describe an organic reaction: reactants, conditions, products, and yield. This data is from the Open Reaction Database (ORD), a public repository of structured organic reaction records. The reactants are ice water, OC=1C=C2C=CC(NC2=CC1)=O (6-hydroxycarbostyril), C([O-])([O-])=O.[K+].[K+] (potassium carbonate), BrCCCN1C(C=2C(C1=O)=CC=CC2)=O (N-(3-bromopropyl)phthalimide). The solvent is CN(C=O)C (dimethylformamide). Conditions: temperature 75 celsius, time 1 hour. The product is C1(C=2C(C(N1CCCOC=1C=C3C=CC(NC3=CC1)=O)=O)=CC=CC2)=O (6-(3-phthalimidopropoxy)carbostyril). Yield: 63.4%. RXN SMILES: [OH:1][C:2]1[CH:3]=[C:4]2[C:9](=[CH:10][CH:11]=1)[NH:8][C:7](=[O:12])[CH:6]=[CH:5]2.C(=O)([O-])[O-].[K+].[K+].Br[CH2:20][CH2:21][CH2:22][N:23]1[C:27](=[O:28])[C:26]2=[CH:29][CH:30]=[CH:31][CH:32]=[C:25]2[C:24]1=[O:33]>CN(C)C=O>[C:24]1(=[O:33])[N:23]([CH2:22][CH2:21][CH2:20][O:1][C:2]2[CH:3]=[C:4]3[C:9](=[CH:10][CH:11]=2)[NH:8][C:7](=[O:12])[CH:6]=[CH:5]3)[C:27](=[O:28])[C:26]2=[CH:29][CH:30]=[CH:31][CH:32]=[C:25]12 |f:1.2.3|. Procedure: A suspension of 6-hydroxycarbostyril (300 g) and potassium carbonate (308 g) in dimethylformamide (2 liters) is heated with stirring at 70-80° C. for one hour. To the suspension is added N-(3-bromopropyl)phthalimide (498 g), and the mixture is further stirred at the same temperature for 9 hours. The reaction solution is poured into ice-water, and the precipitated crystals are collected by filtration, washed successively with water, ethanol and diethyl ether, and dried to give 6-(3-phthalimidopro... The reactants are NC(CC(C(=O)OCC)C)C1=C(C=CC=C1OC)OC (ethyl 4-amino-4-(2,6-dimethoxyphenyl)-2-methylbutanoate), C1(=CC=CC=C1)C1=CC=CC(=N1)C=O (6-phenylpicolinaldehyde). The product is COC1=C(C(=CC=C1)OC)C1CC(C(N1CC1=NC(=CC=C1)C1=CC=CC=C1)=O)C (5-(2,6-dimethoxyphenyl)-3-methyl-1-((6-phenylpyridin-2-yl)methyl)pyrrolidin-2-one). Reaction SMILES: [NH2:1][CH:2]([C:11]1[C:16]([O:17][CH3:18])=[CH:15][CH:14]=[CH:13][C:12]=1[O:19][CH3:20])[CH2:3][CH:4]([CH3:10])[C:5]([O:7]CC)=O.[C:21]1([C:27]2[N:32]=[C:31]([CH:33]=O)[CH:30]=[CH:29][CH:28]=2)[CH:26]=[CH:25][CH:24]=[CH:23][CH:22]=1>>[CH3:18][O:17][C:16]1[CH:15]=[CH:14][CH:13]=[C:12]([O:19][CH3:20])[C:11]=1[CH:2]1[N:1]([CH2:33][C:31]2[CH:30]=[CH:29][CH:28]=[C:27]([C:21]3[CH:26]=[CH:25][CH:24]=[CH:23][CH:22]=3)[N:32]=2)[C:5](=[O:7])[CH:4]([CH3:10])[CH2:3]1. Reported procedure: Prepared according to the described general procedure 2 (GP2) by reaction of ethyl 4-amino-4-(2,6-dimethoxyphenyl)-2-methylbutanoate with 6-phenylpicolinaldehyde. Subsequent purification by preparative HPLC afforded the target compound. LC-MS (conditions A): tR=0.82 min.; [M+H]+: 403.00 g/mol. Starting materials: CC(C)(C)c1ccccc1Oc1ccncc1[N+](=O)[O-], CO, CCOC(C)=O. Product: CC(C)(C)c1ccccc1Oc1ccncc1N. As a reaction SMILES: [C:1]([CH3:2])([CH3:3])([CH3:4])[c:5]1[c:6]([O:7][c:8]2[c:9]([N+:14]([O-:15])=[O:16])[cH:10][n:11][cH:12][cH:13]2)[cH:17][cH:18][cH:19][cH:20]1.[CH3:21][OH:22].[CH3:23][CH2:24][O:25][C:26](=[O:27])[CH3:28]>>[C:1]([CH3:2])([CH3:3])([CH3:4])[c:5]1[c:6]([O:7][c:8]2[c:9]([NH2:14])[cH:10][n:11][cH:12][cH:13]2)[cH:17][cH:18][cH:19][cH:20]1. The product is N[C@@H](CC1CCCCC1)[C@H]([C@H](CC(C)C)O)O ((2S,3R,4S)-2-Amino-1-cyclohexyl-3,4-dihydroxy-6-methylheptane). The solvent is Cl.O1CCOCC1 (HCl dioxane). Starting materials: C(C)(C)(C)OC(=O)N[C@@H](CC1CCCCC1)[C@H]([C@H](CC(C)C)O)O ((2S,3R,4S)-2-[(tert-Butyloxycarbonyl)amino]-1-cyclohexyl-3,4-dihydroxy-6-methylheptane). Reaction SMILES: C(OC([NH:8][C@H:9]([C@@H:17]([OH:24])[C@@H:18]([OH:23])[CH2:19][CH:20]([CH3:22])[CH3:21])[CH2:10][CH:11]1[CH2:16][CH2:15][CH2:14][CH2:13][CH2:12]1)=O)(C)(C)C>Cl.O1CCOCC1>[NH2:8][C@H:9]([C@@H:17]([OH:24])[C@@H:18]([OH:23])[CH2:19][CH:20]([CH3:22])[CH3:21])[CH2:10][CH:11]1[CH2:16][CH2:15][CH2:14][CH2:13][CH2:12]1 |f:1.2|. Yield: 100.0%. Procedure details: (2S,3R,4S)-2-[(tert-Butyloxycarbonyl)amino]-1-cyclohexyl-3,4-dihydroxy-6-methylheptane (10.00 g, 29.11 mmol, Luly et al., J. Org. Chem. 1988, 53, 6109) was stirred for 1 h in 4M HCl/dioxane. The solvent was evaporated and the residue was dissolved in water which was washed with ether and then made basic with solid K2CO3. The mixture was saturated with solid NaCl and extracted into chloroform which was dried over Na2SO4 and evaporated to afford 7.09 g (100%) of a white solid, m.p. 110°-111° C.